The task is: describe an organic reaction: reactants, conditions, products, and yield. This data is from the Open Reaction Database (ORD), a public repository of structured organic reaction records. The reactants are ice water, [Li] (Lithium), C(C)(=O)OC=1C(=CC(=C(C=O)C1C(C)(C)C)O)C(C)(C)C (5-acetoxy-4,6-di-tert-butyl-2-hydroxybenzaldehyde), BrC(CCC(C)C)CCC(C)C (5-bromo-2,8-dimethylnonane), [Cl-].[NH4+] (ammonium chloride). Solvent: O1CCCC1 (tetrahydrofuran). Conditions: time 8 hour. Product: C(C)(=O)OC1=C(C(=C(C=C1C(C)(C)C)O)C(C(CCC(C)C)CCC(C)C)O)C(C)(C)C (4-acetoxy-3,5-di-tert-butyl-2-(2,2-diisoamyl-1-hydroxyethyl)phenol). Isolated yield 45.6%. RXN SMILES: [Li].[C:2]([O:5][C:6]1[C:7]([C:19]([CH3:22])([CH3:21])[CH3:20])=[CH:8][C:9]([OH:18])=[C:10]([C:13]=1[C:14]([CH3:17])([CH3:16])[CH3:15])[CH:11]=[O:12])(=[O:4])[CH3:3].Br[CH:24]([CH2:30][CH2:31][CH:32]([CH3:34])[CH3:33])[CH2:25][CH2:26][CH:27]([CH3:29])[CH3:28].[Cl-].[NH4+]>O1CCCC1>[C:2]([O:5][C:6]1[C:7]([C:19]([CH3:22])([CH3:21])[CH3:20])=[CH:8][C:9]([OH:18])=[C:10]([CH:11]([OH:12])[CH:24]([CH2:25][CH2:26][CH:27]([CH3:29])[CH3:28])[CH2:30][CH2:31][CH:32]([CH3:33])[CH3:34])[C:13]=1[C:14]([CH3:15])([CH3:17])[CH3:16])(=[O:4])[CH3:3] |f:3.4,^1:0|. Reported procedure: Lithium (2.8 g) was added to a solution of 5-acetoxy-4,6-di-tert-butyl-2-hydroxybenzaldehyde (24.3 g) and 5-bromo-2,8-dimethylnonane (47.0 g) in tetrahydrofuran (200 ml) under ice cooling under a nitrogen atmosphere and the mixture was stirred overnight. The reaction mixture was poured into ice water, neutralized with a saturated aqueous solution of ammonium chloride and subjected to extraction with diethyl ether. The extract was washed with saturated brine, dried over anhydrous magnesium sulfat... Starting materials: FC1=CC2=C(CCCO2)C=C1 (3,4-dihydro-7-fluoro-2H-1 -benzopyran), C(CCC)[Li] (n-butyllithium), C(=O)=O (carbon dioxide). Reagents/catalysts: [Pd] (palladium on carbon). Run in C(C)O (ethanol), O1CCCC1 (tetrahydrofuran). The product is FC1=C(C2=C(CCCO2)C=C1)C(=O)O (3,4-dihydro-7-fluoro-2H-1-benzopyran-8-ylcarboxylic acid). RXN SMILES: [F:1][C:2]1[CH:11]=[CH:10][C:5]2[CH2:6][CH2:7][CH2:8][O:9][C:4]=2[CH:3]=1.C([Li])CCC.[C:17](=[O:19])=[O:18]>[Pd].C(O)C.O1CCCC1>[F:1][C:2]1[CH:11]=[CH:10][C:5]2[CH2:6][CH2:7][CH2:8][O:9][C:4]=2[C:3]=1[C:17]([OH:19])=[O:18]. Reported procedure: Schema 5 illustrates the synthesis of an amino substituted 3,4-dihydro-2H-1-benzopyran, for example, 8-amino-5-chloro-3,4-dihydro-7-fluoro-2H-1-benzopyran, starting with the reaction of an appropriately halo-substituted phenol with 3-bromopropanol under basic conditions in acetone, yielding the corresponding substituted phenoxypropanol (XI). The propanol is oxidized with Jones reagent in water and acetone, giving an acid, for example, 3-(3-fluorophenoxy)propanecarboxylic acid (XII). The acid is ... Starting materials: CCCOc1cccc(N)c1, Cc1ccccc1C(=O)O, Clc1ccccc1, Cl, O=S=O, O, O=S(Cl)Cl. Yields the product CCCOc1cccc(NC(=O)c2ccccc2C)c1. RXN SMILES: [CH2:11]([CH2:12][CH3:13])[O:14][c:15]1[cH:16][c:17]([NH2:18])[cH:19][cH:20][cH:21]1.[CH3:1][c:2]1[c:3]([C:4](=[O:5])[OH:6])[cH:7][cH:8][cH:9][cH:10]1.[Cl:30][c:31]1[cH:32][cH:33][cH:34][cH:35][cH:36]1.[ClH:29].[O:26]=[S:27]=[O:28].[OH2:37].[S:22]([Cl:23])([Cl:24])=[O:25]>>[CH3:1][c:2]1[c:3]([C:4](=[O:6])[NH:18][c:17]2[cH:16][c:15]([O:14][CH2:11][CH2:12][CH3:13])[cH:21][cH:20][cH:19]2)[cH:7][cH:8][cH:9][cH:10]1. Starting materials: OO (hydrogen peroxide), ClC=1C=C2C=CC=NC2=CC1OC (6-chloro-7-methoxyquinoline). Reagents/catalysts: O=[Mn]=O (MnO2). Run in C(Cl)Cl (DCM). Run at time 18 hour. Product: ClC=1C=C2C=CC=[N+](C2=CC1OC)[O-] (6-chloro-7-methyoxyquinoline 1-oxide). RXN SMILES: [OH:1]O.[Cl:3][C:4]1[CH:5]=[C:6]2[C:11](=[CH:12][C:13]=1[O:14][CH3:15])[N:10]=[CH:9][CH:8]=[CH:7]2>C(Cl)Cl.O=[Mn]=O>[Cl:3][C:4]1[CH:5]=[C:6]2[C:11](=[CH:12][C:13]=1[O:14][CH3:15])[N+:10]([O-:1])=[CH:9][CH:8]=[CH:7]2. Procedure details: In a 100 mL round bottom flask, 6-chloro-7-methoxyquinoline was dissolved in DCM (25.8 mL) and MTO (0.051 g, 0.207 mmol) was added. The reaction mixture was capped and vented with a needle, then placed in an ice bath to cool. Once cool, hydrogen peroxide (0.633 mL, 10.33 mmol) was added drop-wise. When the addition was complete, the reaction mixture was removed from cooling, warmed to room temperature and stirred overnight (18 h). MnO2 (10 mg, 0.115 mmol) was added and the reaction mixture was s... The solvent is Cl (hydrochloric acid). The product is ClC1=C(C(=CC=C1)Cl)N1C(N(C2=NC(=NC=C2C1)NC1=CC=C(C=C1)OC)C)=O (3-(2,6-dichlorophenyl)-3,4-dihydro-7-(4-methoxyanilino)-1-methylpyrimido[4,5-d]pyrimidin-2(1H)-one). Reaction SMILES: [Cl:1][C:2]1[CH:7]=[CH:6][CH:5]=[C:4]([Cl:8])[C:3]=1[N:9]1[CH2:18][C:17]2[C:12](=[N:13][C:14](S(C)(=O)=O)=[N:15][CH:16]=2)[N:11]([CH3:23])[C:10]1=[O:24].[CH3:25][O:26][C:27]1[CH:33]=[CH:32][C:30]([NH2:31])=[CH:29][CH:28]=1>Cl>[Cl:1][C:2]1[CH:7]=[CH:6][CH:5]=[C:4]([Cl:8])[C:3]=1[N:9]1[CH2:18][C:17]2[C:12](=[N:13][C:14]([NH:31][C:30]3[CH:32]=[CH:33][C:27]([O:26][CH3:25])=[CH:28][CH:29]=3)=[N:15][CH:16]=2)[N:11]([CH3:23])[C:10]1=[O:24]. The yield is 40.2%. Conditions: temperature 60 celsius. Reported procedure: A mixture of 100 mg (0.26 mmol) of 3-(2,6-dichlorophenyl)-7-methane-sulfonyl-3,4-dihydro-1-methylpyrimido[4,5-d]pyrimidin-2(1H)-one and 0.32 ml (2.6 mmol) of 4-methoxyaniline was heated at 60° C. for 4 hours and then cooled. 10 ml of 2M aqueous hydrochloric acid were added to the residue. The precipitated yellow solid was filtered off, washed in sequence with 2M aqueous hydrochloric acid, water and diethyl ether and then dried to give 45 mg (40%) of 3-(2,6-dichlorophenyl)-3,4-dihydro-7-(4-methox... Starting materials: ClC1=C(C(=CC=C1)Cl)N1C(N(C2=NC(=NC=C2C1)S(=O)(=O)C)C)=O (3-(2,6-dichlorophenyl)-7-methane-sulfonyl-3,4-dihydro-1-methylpyrimido[4,5-d]pyrimidin-2(1H)-one), COC1=CC=C(N)C=C1 (4-methoxyaniline). The reactants are C1(=CC=CC=C1)C (Toluene), ClC1=CC=C2C=CC(=NC2=C1)C=CC=1C=C(C=CC1)[C@H](CCC1=C(C=CC=C1)C(C)(C)O)O (2-(2-(3(S)-(3-(2-(7-chloro-2-quinolinyl)ethenyl)phenyl)-3-hydroxypropyl)phenyl)-2-propanol), C(C)(C)(C)[Si](C)(C)Cl (tert-butyl-chlorodimethylsilane), N1C=NC=C1 (imidazole). The reagents and catalysts are CN(C1=CC=NC=C1)C (4-(dimethylamino)pyridine). Run in C(Cl)Cl (CH2Cl2). Conditions: time 3 day. Product: ClC1=CC=C2C=CC(=NC2=C1)C=CC=1C=C(C=CC1)[C@H](CCC1=C(C=CC=C1)C(C)(C)O)O[Si](C(C)(C)C)(C)C (2-(2-(3(S)-(3-(2-(7-chloro-2-quinolinyl)ethenyl)phenyl)-3-(dimethyl(2-methyl-2-propyl)silyloxy)propyl)phenyl)-2-propanol). RXN SMILES: [Cl:1][C:2]1[CH:11]=[C:10]2[C:5]([CH:6]=[CH:7][C:8]([CH:12]=[CH:13][C:14]3[CH:15]=[C:16]([C@@H:20]([OH:33])[CH2:21][CH2:22][C:23]4[CH:28]=[CH:27][CH:26]=[CH:25][C:24]=4[C:29]([OH:32])([CH3:31])[CH3:30])[CH:17]=[CH:18][CH:19]=3)=[N:9]2)=[CH:4][CH:3]=1.[C:34]([Si:38](Cl)([CH3:40])[CH3:39])([CH3:37])([CH3:36])[CH3:35].N1C=CN=C1.C1(C)C=CC=CC=1>C(Cl)Cl.CN(C)C1C=CN=CC=1>[Cl:1][C:2]1[CH:11]=[C:10]2[C:5]([CH:6]=[CH:7][C:8]([CH:12]=[CH:13][C:14]3[CH:15]=[C:16]([C@@H:20]([O:33][Si:38]([CH3:40])([CH3:39])[C:34]([CH3:37])([CH3:36])[CH3:35])[CH2:21][CH2:22][C:23]4[CH:28]=[CH:27][CH:26]=[CH:25][C:24]=4[C:29]([OH:32])([CH3:31])[CH3:30])[CH:17]=[CH:18][CH:19]=3)=[N:9]2)=[CH:4][CH:3]=1. Procedure: To the diol of Step 3 (36.56 g, 79.8 mmol) in 400 mL of CH2Cl2 was added tert-butyl-chlorodimethylsilane (18.21 g, 121 mmol), imidazole (10.97 g, 161 mmol) and 4-(dimethylamino)pyridine (0.988 g, 8.1 mmol) and the mixture was stirred at r.t. for 3 days. Toluene (400 mL) was then added and the product was filtered through silica with EtOAc:toluene 0:100 to 5:95. The title product was concentrated and stripped with toluene to remove any remaining silyl chloride.